This data is from the Open Reaction Database (ORD), a public repository of structured organic reaction records. The task is: describe an organic reaction: reactants, conditions, products, and yield The reactants are CC(C(=O)OCN1C=NC2=CC=C(C=C2C1=O)CN(CC#C)C1=CC=C(C=C1)C(C)=O)(C)C (2,2-dimethylpropanoic acid, [6-[[(4-acetylphenyl)-2-propynylamino]methyl]-4-oxo-3(4H)-quinazolinyl]methyl ester), N (ammonia). Run in CO (methanol). The product is C(C)(=O)C1=CC=C(C=C1)N(CC#C)CC=1C=C2C(NC=NC2=CC1)=O (6-[[(4-Acetylphenyl)-2-propynylamino]methyl]-4(3H)-quinazolinone). Reaction SMILES: CC(C)(C)C(OC[N:7]1[C:16](=[O:17])[C:15]2[C:10](=[CH:11][CH:12]=[C:13]([CH2:18][N:19]([C:23]3[CH:28]=[CH:27][C:26]([C:29](=[O:31])[CH3:30])=[CH:25][CH:24]=3)[CH2:20][C:21]#[CH:22])[CH:14]=2)[N:9]=[CH:8]1)=O.N>CO>[C:29]([C:26]1[CH:25]=[CH:24][C:23]([N:19]([CH2:18][C:13]2[CH:14]=[C:15]3[C:10](=[CH:11][CH:12]=2)[N:9]=[CH:8][NH:7][C:16]3=[O:17])[CH2:20][C:21]#[CH:22])=[CH:28][CH:27]=1)(=[O:31])[CH3:30]. Reported procedure: To 2.34 g (5.25 mmol) of 2,2-dimethylpropanoic acid, [6-[[(4-acetylphenyl)-2-propynylamino]methyl]-4-oxo-3(4H)-quinazolinyl]methyl ester (Example 1) is added a solution of 500 ml of methanol saturated with ammonia at 20° C. The solution is stirred at room temperature for eighteen hours. The solution is concentrated to give a solid which is recrystallized from ethanol to give the product as a pink solid; mp 197°-199° C. The reactants are C1(CCCCC1)N1C(NC(C1=O)(C1=CC=C(C=C1)OC)C1=CC=C(C=C1)OC)=S (3-cyclohexyl-5,5-bis(4-methoxyphenyl)-2-thioxoimidazolidin-4-one), [NH4+] (ammonium), C(C)(C)(C)OO (tert-butyl hydroperoxide). The solvent is CO (methanol). Run at time 8 hour. Yields the product C1(CCCCC1)N1C(NC(C1=O)(C1=CC=C(C=C1)OC)C1=CC=C(C=C1)OC)=N (3-cyclohexyl-2-imino-5,5-bis(4-methoxyphenyl)-imidazolidin-4-one). The yield is 59.0%. As a reaction SMILES: [CH:1]1([N:7]2[C:11](=[O:12])[C:10]([C:21]3[CH:26]=[CH:25][C:24]([O:27][CH3:28])=[CH:23][CH:22]=3)([C:13]3[CH:18]=[CH:17][C:16]([O:19][CH3:20])=[CH:15][CH:14]=3)[NH:9][C:8]2=S)[CH2:6][CH2:5][CH2:4][CH2:3][CH2:2]1.[NH4+:30].C(OO)(C)(C)C>CO>[CH:1]1([N:7]2[C:11](=[O:12])[C:10]([C:21]3[CH:26]=[CH:25][C:24]([O:27][CH3:28])=[CH:23][CH:22]=3)([C:13]3[CH:18]=[CH:17][C:16]([O:19][CH3:20])=[CH:15][CH:14]=3)[NH:9][C:8]2=[NH:30])[CH2:6][CH2:5][CH2:4][CH2:3][CH2:2]1. Procedure: To a solution of 3-cyclohexyl-5,5-bis(4-methoxyphenyl)-2-thioxoimidazolidin-4-one (3.0 g, 7.3 mmol) in methanol was added aqueous ammonium (25%, 40 mL) and tert-butyl hydroperoxide (70%, 10 mL) separately, and the resulting solution was stirred at room temperature overnight. The mixture was extracted with dichloromethane and the organic layer was concentrated in vacuo. The residue was purified over a silica column to give the title compound as a white solid (1.7 g, 59% two steps). 1H NMR (400 MH... RXN SMILES: [C:1]([C:3]1[CH:45]=[CH:44][C:6]2[O:7][C:8]([CH3:43])([CH3:42])[CH:9]=[C:10]([N:11]3[CH:16]=[CH:15][C:14]([CH:17](OC(OC4C=CC=CC=4)=S)[CH2:18][CH2:19][CH2:20][O:21][CH2:22][C:23]4[CH:28]=[CH:27][C:26]([O:29][CH3:30])=[CH:25][CH:24]=4)=[CH:13][C:12]3=[O:41])[C:5]=2[CH:4]=1)#[N:2].N(C(C)(C)C#N)=NC(C)(C)C#N.C([SnH](CCCC)CCCC)CCC>C1(C)C=CC=CC=1>[C:1]([C:3]1[CH:45]=[CH:44][C:6]2[O:7][C:8]([CH3:42])([CH3:43])[CH:9]=[C:10]([N:11]3[CH:16]=[CH:15][C:14]([CH2:17][CH2:18][CH2:19][CH2:20][O:21][CH2:22][C:23]4[CH:24]=[CH:25][C:26]([O:29][CH3:30])=[CH:27][CH:28]=4)=[CH:13][C:12]3=[O:41])[C:5]=2[CH:4]=1)#[N:2]. Reactants: C(#N)C1=CC2=C(OC(C=C2N2C(C=C(C=C2)C(CCCOCC2=CC=C(C=C2)OC)OC(=S)OC2=CC=CC=C2)=O)(C)C)C=C1 (6-cyano-2,2-dimethyl-4-{1,2-dihydro-2-oxo-4-(1-phenoxythiocarbonyloxy-4-p-methoxybenzyloxybutyl)-1-pyridinyl}-2H-benzo[b]pyran), N(=NC(C#N)(C)C)C(C#N)(C)C (2,2'-azobisisobutyronitrile), C(CCC)[SnH](CCCC)CCCC (tri-n-butyltin hydride). Yield: 94.7%. Yields the product C(#N)C1=CC2=C(OC(C=C2N2C(C=C(C=C2)CCCCOCC2=CC=C(C=C2)OC)=O)(C)C)C=C1 (6-cyano-2,2-dimethyl-4-{1,2-dihydro-2-oxo-4-(4-p-methoxybenzyloxybutyl)-1pyridinyl-}-2H-benzo[b]pyran). Procedure details: In 46 ml of anhydrous toluene, is dissolved 1.44 g of 6-cyano-2,2-dimethyl-4-(1,2-dihydro-2-oxo-4-(1-phenoxythiocarbonyloxy-4-p-methoxybenzyloxybutyl)-1-pyridinyl}-2H-benzo[b]pyran obtained in Example 45. Then, 0.76 g of 2,2'-azobisisobutyronitrile and 1.35 g of tri-n-butyltin hydride are added and reacted at 100° C. for 15 minutes. After the reaction, the reaction mixture is directly purified by silica gel column chromatography using 3/2 mixture of ethyl acetate/n-hexane as a developing solvent... Run in C1(=CC=CC=C1)C (toluene). Starting materials: NCCOCC=1NC(=C(C(C1C(=O)OCC)C1=C(C(=CC=C1)Cl)Cl)C(=O)OC)C (2-[(2-aminoethoxy)methyl]-4-(2,3-dichlorophenyl)-3-ethoxycarbonyl-5-methoxycarbonyl-6-methyl-1,4-dihydropyridine), C([O-])([O-])=O.[K+].[K+] (potassium carbonate), BrCC(=O)OC (methyl bromoacetate). The solvent is C(C)#N (acetonitrile), C(C)#N (acetonitrile). Yields the product ClC1=C(C=CC=C1Cl)C1C(=C(NC(=C1C(=O)OC)C)COCCNCC(=O)OC)C(=O)OCC (Methyl N-(2-{[4-(2,3-dichlorophenyl)-3-ethoxycarbonyl-5-methoxycarbonyl-6-methyl-1,4-dihydropyrid-2-yl]methoxy}ethyl)aminoacetate). The yield is 40.7%. Reaction SMILES: Br[CH2:2][C:3]([O:5][CH3:6])=[O:4].[NH2:7][CH2:8][CH2:9][O:10][CH2:11][C:12]1[NH:13][C:14]([CH3:35])=[C:15]([C:31]([O:33][CH3:34])=[O:32])[CH:16]([C:23]2[CH:28]=[CH:27][CH:26]=[C:25]([Cl:29])[C:24]=2[Cl:30])[C:17]=1[C:18]([O:20][CH2:21][CH3:22])=[O:19].C(=O)([O-])[O-].[K+].[K+]>C(#N)C>[Cl:30][C:24]1[C:25]([Cl:29])=[CH:26][CH:27]=[CH:28][C:23]=1[CH:16]1[C:15]([C:31]([O:33][CH3:34])=[O:32])=[C:14]([CH3:35])[NH:13][C:12]([CH2:11][O:10][CH2:9][CH2:8][NH:7][CH2:2][C:3]([O:5][CH3:6])=[O:4])=[C:17]1[C:18]([O:20][CH2:21][CH3:22])=[O:19] |f:2.3.4|. Reported procedure: A solution of methyl bromoacetate (1.53 g) in acetonitrile (20 ml) was added dropwise over 30 minutes to a stirred, refluxing mixture of 2-[(2-aminoethoxy)methyl]-4-(2,3-dichlorophenyl)-3-ethoxycarbonyl-5-methoxycarbonyl-6-methyl-1,4-dihydropyridine (5.01 g) and potassium carbonate (2.76 g) in acetonitrile (60 ml). The mixture was then heated under reflux for 3 hours, filtered, and evaporated. The residue was partitioned between ethyl acetate and water and the organic layer washed with water, dr...